Dataset: the Open Reaction Database (ORD), a public repository of structured organic reaction records. Task: describe an organic reaction: reactants, conditions, products, and yield Reactants: IC=1C=C(C=CC1)NC(CN1C(=NC=C1)CN(CCC1=CC=C(C=C1)S(N)(=O)=O)CC=1N(C=CN1)CC(=O)N(CC(=O)OC(C)(C)C)CC(=O)OC(C)(C)C)=O (di-tert-butyl 2,2′-((2-(2-((((1-(2-((3-iodophenyl)amino)-2-oxoethyl)-1H-imidazol-2-yl)methyl)(4-sulfamoylphenethyl)amino)methyl)-1H-imidazol-1-yl)acetyl)azanediyl)diacetate). The solvent is C(Cl)Cl (DCM), C(=O)(C(F)(F)F)O (TFA). The product is IC=1C=C(C=CC1)NC(CN1C(=NC=C1)CN(CCC1=CC=C(C=C1)S(N)(=O)=O)CC=1N(C=CN1)CC(=O)N(CC(=O)O)CC(=O)O)=O (2,2′-((2-(2-((((1-(2-((3-iodophenyl)amino)-2-oxoethyl)-1H-imidazol-2-yl)methyl)(4-sulfamoylphenethyl)amino)methyl)-1H-imidazol-1-yl)acetyl)azanediyl)diacetic acid). Isolated yield 73.6%. Reaction SMILES: [I:1][C:2]1[CH:3]=[C:4]([NH:8][C:9](=[O:56])[CH2:10][N:11]2[CH:15]=[CH:14][N:13]=[C:12]2[CH2:16][N:17]([CH2:30][C:31]2[N:32]([CH2:36][C:37]([N:39]([CH2:48][C:49]([O:51]C(C)(C)C)=[O:50])[CH2:40][C:41]([O:43]C(C)(C)C)=[O:42])=[O:38])[CH:33]=[CH:34][N:35]=2)[CH2:18][CH2:19][C:20]2[CH:25]=[CH:24][C:23]([S:26](=[O:29])(=[O:28])[NH2:27])=[CH:22][CH:21]=2)[CH:5]=[CH:6][CH:7]=1>C(Cl)Cl.C(O)(C(F)(F)F)=O>[I:1][C:2]1[CH:3]=[C:4]([NH:8][C:9](=[O:56])[CH2:10][N:11]2[CH:15]=[CH:14][N:13]=[C:12]2[CH2:16][N:17]([CH2:30][C:31]2[N:32]([CH2:36][C:37]([N:39]([CH2:48][C:49]([OH:51])=[O:50])[CH2:40][C:41]([OH:43])=[O:42])=[O:38])[CH:33]=[CH:34][N:35]=2)[CH2:18][CH2:19][C:20]2[CH:21]=[CH:22][C:23]([S:26](=[O:28])(=[O:29])[NH2:27])=[CH:24][CH:25]=2)[CH:5]=[CH:6][CH:7]=1. Reported procedure: A solution of di-tert-butyl 2,2′-((2-(2-((((1-(2-((3-iodophenyl)amino)-2-oxoethyl)-1H-imidazol-2-yl)methyl)(4-sulfamoylphenethyl)amino)methyl)-1H-imidazol-1-yl)acetyl)azanediyl)diacetate (45 mg, 0.0497 mmol) in DCM (1.0 mL) and TFA (1.0 mL) was stirred at room temperature for 5 hrs. Solvent was removed under a stream of nitrogen to give a residue, which was purified by HPLC to give compound (18) as a white solid (29 mg, 74%). 1H NMR (400 MHz, DMSO-d6) 10.69 (s, 0.66H), 10.61 (s, 0.34H), 8.10 (s,... The reactants are BrC=1C=C2C(=NNC(C2=CC1)=O)Cl (6-bromo-4-chloro-2H-phthalazin-1-one), ClC1=C(CN)C(=CC=C1)OC1=CC=CC=C1 (2-chloro-6-phenoxy-benzylamine), C=1C=CC(=CC1)P(C=2C=CC=CC2)C3=CC=C4C=CC=CC4=C3C5=C6C=CC=CC6=CC=C5P(C=7C=CC=CC7)C=8C=CC=CC8 (rac-BINAP), CC(C)(C)[O-].[Na+] (NaOt-Bu). The reagents and catalysts are C=1C=CC(=CC1)/C=C/C(=O)/C=C/C2=CC=CC=C2.C=1C=CC(=CC1)/C=C/C(=O)/C=C/C2=CC=CC=C2.C=1C=CC(=CC1)/C=C/C(=O)/C=C/C2=CC=CC=C2.[Pd].[Pd] (Pd2(dba)3). The solvent is CC(=O)N(C)C (DMA), CCOC(=O)C (EtOAc). Yields the product ClC1=NNC(C2=CC=C(C=C12)NCC1=C(C=CC=C1OC1=CC=CC=C1)Cl)=O (4-Chloro-6-(2-chloro-6-phenoxy-benzylamino)-2H-phthalazin-1-one). Reaction SMILES: Br[C:2]1[CH:3]=[C:4]2[C:9](=[CH:10][CH:11]=1)[C:8](=[O:12])[NH:7][N:6]=[C:5]2[Cl:13].[Cl:14][C:15]1[CH:22]=[CH:21][CH:20]=[C:19]([O:23][C:24]2[CH:29]=[CH:28][CH:27]=[CH:26][CH:25]=2)[C:16]=1[CH2:17][NH2:18].C1C=CC(P(C2C(C3C(P(C4C=CC=CC=4)C4C=CC=CC=4)=CC=C4C=3C=CC=C4)=C3C(C=CC=C3)=CC=2)C2C=CC=CC=2)=CC=1.CC([O-])(C)C.[Na+]>CC(N(C)C)=O.CCOC(C)=O.C1C=CC(/C=C/C(/C=C/C2C=CC=CC=2)=O)=CC=1.C1C=CC(/C=C/C(/C=C/C2C=CC=CC=2)=O)=CC=1.C1C=CC(/C=C/C(/C=C/C2C=CC=CC=2)=O)=CC=1.[Pd].[Pd]>[Cl:13][C:5]1[C:4]2[C:9](=[CH:10][CH:11]=[C:2]([NH:18][CH2:17][C:16]3[C:19]([O:23][C:24]4[CH:25]=[CH:26][CH:27]=[CH:28][CH:29]=4)=[CH:20][CH:21]=[CH:22][C:15]=3[Cl:14])[CH:3]=2)[C:8](=[O:12])[NH:7][N:6]=1 |f:3.4,7.8.9.10.11|. Reported procedure: A mixture 6-bromo-4-chloro-2H-phthalazin-1-one (150 mg, 0.58 mmol), 2-chloro-6-phenoxy-benzylamine (150 mg, 0.64 mmol), Pd2(dba)3 (53 mg, 0.058 mmol), rac-BINAP (132 mg, 0.17 mmol) and NaOt-Bu (140 mg, 1.45 mmol) in DMA (6 mL) was heated at 80° C. for 1 h. The mixture was allowed to cool, diluted with EtOAc (25 mL) and washed with water (25 mL). The organic layer was dried over anhydrous sodium sulfate and concentrated. Chromatography on silica (EtOAc/hexanes) yielded the title compound. 4-Chlor... As a reaction SMILES: [CH3:1][O:2][C:3]([C@@H:5]1[CH2:10][CH2:9][CH2:8][N:7]([C:11]([O:13][C:14]([CH3:17])([CH3:16])[CH3:15])=[O:12])[N:6]1[C:18]([O:20][C:21]([CH3:24])([CH3:23])[CH3:22])=[O:19])=[O:4].[CH3:25][Si]([N-][Si](C)(C)C)(C)C.[Li+].IC>O1CCCC1>[CH3:1][O:2][C:3]([C:5]1([CH3:25])[CH2:10][CH2:9][CH2:8][N:7]([C:11]([O:13][C:14]([CH3:17])([CH3:15])[CH3:16])=[O:12])[N:6]1[C:18]([O:20][C:21]([CH3:24])([CH3:23])[CH3:22])=[O:19])=[O:4] |f:1.2|. Yields the product COC(=O)C1(N(N(CCC1)C(=O)OC(C)(C)C)C(=O)OC(C)(C)C)C (3-Methyl-tetrahydro-pyridazine-1,2,3-tricarboxylic acid 1,2-di-tert-butyl ester 3-methyl ester). Procedure details: To a solution of (S)-tetrahydro-pyridazine-1,2,3-tricarboxylic acid 1,2-di-tert-butyl ester 3-(2,2,2-trichloro-ethyl) ester (5.0 g, 10.8 mmol) in tetrahydrofuran/methanol (50 mL, 1:1) containing 3 Å molecular sieves at 0° C. was added tetra n-butylammonium fluoride (22 mL, 22 mmol, 1 M in tetrahydrofuran). After stirring at room temperature for 24 h, the mixture was filtered through a pad of Celite and the filtrate was evaporated. The residue was partitioned between diethyl ether and saturated s... The solvent is O1CCCC1 (tetrahydrofuran). Starting materials: COC(=O)[C@H]1N(N(CCC1)C(=O)OC(C)(C)C)C(=O)OC(C)(C)C ((S)-tetrahydro-pyridazine-1,2,3-tricarboxylic acid 1,2-di-tert-butyl ester 3-methyl ester), C[Si](C)(C)[N-][Si](C)(C)C.[Li+] (lithium bis(trimethylsilyl)amide), IC (iodomethane). Isolated yield 51.8%. Reaction conditions: temperature -78 celsius, time 1 hour. Starting materials: ClC1=CC2=C(NC(=N2)C(Cl)(Cl)Cl)C=C1 (5-chloro-2-trichloromethyl-1H-benzoimidazole), N1CCNCC1 (piperazine), C1CCOC1 (THF). Product: ClC1=CC2=C(NC(=N2)C(=O)N2CCNCC2)C=C1 ((5-Chloro-1H-benzoimidazol-2-yl)-piperazin-1-yl-methanone). Isolated yield 10.0%. RXN SMILES: [Cl:1][C:2]1[CH:14]=[CH:13][C:5]2[NH:6][C:7]([C:9](Cl)(Cl)Cl)=[N:8][C:4]=2[CH:3]=1.[NH:15]1[CH2:20][CH2:19][NH:18][CH2:17][CH2:16]1.C1C[O:24]CC1>>[Cl:1][C:2]1[CH:14]=[CH:13][C:5]2[NH:6][C:7]([C:9]([N:15]3[CH2:20][CH2:19][NH:18][CH2:17][CH2:16]3)=[O:24])=[N:8][C:4]=2[CH:3]=1. Procedure: The reaction was carried out as described in General Procedure 2 with commercially available 5-chloro-2-trichloromethyl-1H-benzoimidazole (100 mg, 0.37 mmol) and piperazine (64 mg, 0.75 mmol) in THF (3 mL). Purification afforded 10 mg (10%) of the title compound. MS (ESI): mass calculated for C12H13ClN4O, 264.08; m/z found, 265.2 [M+H]+. 1H NMR (400 MHz, DMSO-d6): 13.29 (s, 1H), 7.67 (br s, 2H), 7.33 (d, J=8.6 Hz, 2H), 4.50-4.47 (m, 2H), 3.71 (t, J=4.6 Hz, 2H), 2.41-2.39 (m, 4H), 2.22 (s, 3H). Reactants: N#Cc1ccc(C(=O)O)cc1, Cc1ccc2cccc(OCc3c(Cl)ccc(S(=O)(=O)N4CCCC4C(=O)NCCCN)c3Cl)c2n1, Cl. The product is Cc1ccc2cccc(OCc3c(Cl)ccc(S(=O)(=O)N4CCCC4C(=O)NCCCNC(=O)c4ccc(C#N)cc4)c3Cl)c2n1. RXN SMILES: [C:1](#[N:2])[c:3]1[cH:4][cH:5][c:6]([C:7](=[O:8])[OH:9])[cH:10][cH:11]1.[CH3:13][c:14]1[n:15][c:16]2[c:17]([O:24][CH2:25][c:26]3[c:27]([Cl:48])[c:28]([S:33](=[O:34])(=[O:35])[N:36]4[CH:37]([C:41](=[O:42])[NH:43][CH2:44][CH2:45][CH2:46][NH2:47])[CH2:38][CH2:39][CH2:40]4)[cH:29][cH:30][c:31]3[Cl:32])[cH:18][cH:19][cH:20][c:21]2[cH:22][cH:23]1.[ClH:12]>>[C:1](#[N:2])[c:3]1[cH:4][cH:5][c:6]([C:7](=[O:9])[NH:47][CH2:46][CH2:45][CH2:44][NH:43][C:41]([CH:37]2[N:36]([S:33]([c:28]3[c:27]([Cl:48])[c:26]([CH2:25][O:24][c:17]4[c:16]5[n:15][c:14]([CH3:13])[cH:23][cH:22][c:21]5[cH:20][cH:19][cH:18]4)[c:31]([Cl:32])[cH:30][cH:29]3)(=[O:34])=[O:35])[CH2:40][CH2:39][CH2:38]2)=[O:42])[cH:10][cH:11]1. Reactants: CC(=O)Cc1ccc(C)cc1, NCC(O)c1ccccc1, c1ccccc1. As a reaction SMILES: [CH3:1][c:2]1[cH:3][cH:4][c:5]([CH2:8][C:9]([CH3:10])=[O:11])[cH:6][cH:7]1.[OH:12][CH:13]([CH2:14][NH2:15])[c:16]1[cH:17][cH:18][cH:19][cH:20][cH:21]1.[cH:22]1[cH:23][cH:24][cH:25][cH:26][cH:27]1>>[CH3:1][c:2]1[cH:3][cH:4][c:5]([CH2:8][CH:9]([CH3:10])[NH:15][CH2:14][CH:13]([OH:12])[c:16]2[cH:17][cH:18][cH:19][cH:20][cH:21]2)[cH:6][cH:7]1. The product is Cc1ccc(CC(C)NCC(O)c2ccccc2)cc1. Starting materials: [H-].[Al+3].[Li+].[H-].[H-].[H-] (lithium aluminium hydride), [OH-].[Na+] (caustic soda), [Cl-].[Al+3].[Cl-].[Cl-] (aluminium chloride), NC=1C=CC(=C(C(=O)C2=CC=CC=C2)C1)Cl (5-amino-2-chlorobenzophenone). Solvent: O (water), CCOCC (ether), CCOCC (ether). Run at temperature 0 celsius, time 2 hour. Yields the product C(C1=CC=CC=C1)C=1C=C(N)C=CC1Cl (3-benzyl-4-chloroaniline). Reaction SMILES: [H-].[Al+3].[Li+].[H-].[H-].[H-].[Cl-].[Al+3].[Cl-].[Cl-].[NH2:11][C:12]1[CH:13]=[CH:14][C:15]([Cl:26])=[C:16]([CH:25]=1)[C:17]([C:19]1[CH:24]=[CH:23][CH:22]=[CH:21][CH:20]=1)=O.[OH-].[Na+]>CCOCC.O>[CH2:17]([C:16]1[CH:25]=[C:12]([CH:13]=[CH:14][C:15]=1[Cl:26])[NH2:11])[C:19]1[CH:20]=[CH:21][CH:22]=[CH:23][CH:24]=1 |f:0.1.2.3.4.5,6.7.8.9,11.12|. Procedure details: 6.8 g of lithium aluminium hydride, followed by 44.4 g of aluminium chloride and then 22 g of 5-amino-2-chlorobenzophenone dissolved in anhydrous ether are added in small amounts, under a nitrogen atmosphere, into 1000 ml of anhydrous ether which is cooled to 0° C. After stirring for 2 hours and under reflux, the excessive reagents are decomposed by very slowly adding 7 ml of 15% caustic soda and, finally, 21 ml of water. After filtering and washing the precipitate with 2×200 ml of ether, the or... The reactants are C(C)(C)(C)OC(=O)N[C@H](C=O)CC1CCCCC1 ((2S)-2-(tert-Butoxycarbonylamino)-3-cyclohexyl-1-propanal), C(C)N (ethylamine). Product: C(C)N(CC(CC1CCCCC1)NC(=O)OC(C)(C)C)CC(CC1CCCCC1)NC(=O)OC(C)(C)C (N-ethyl-N,N-bis[2-(tert-butoxycarbonylamino)-3-cyclohexylpropyl]amine). As a reaction SMILES: [C:1]([O:5][C:6]([NH:8][C@@H:9]([CH2:12][CH:13]1[CH2:18][CH2:17][CH2:16][CH2:15][CH2:14]1)[CH:10]=O)=[O:7])([CH3:4])([CH3:3])[CH3:2].[CH2:19]([NH2:21])[CH3:20]>>[CH2:19]([N:21]([CH2:10][CH:9]([NH:8][C:6]([O:5][C:1]([CH3:2])([CH3:4])[CH3:3])=[O:7])[CH2:12][CH:13]1[CH2:18][CH2:17][CH2:16][CH2:15][CH2:14]1)[CH2:10][CH:9]([NH:8][C:6]([O:5][C:1]([CH3:4])([CH3:3])[CH3:2])=[O:7])[CH2:12][CH:13]1[CH2:18][CH2:17][CH2:16][CH2:15][CH2:14]1)[CH3:20]. Procedure details: The product from Example 15A and ethylamine were processed as described in Example 7B to provide the title compound. Starting materials: [Na] (sodium), COCCOC (1,2-dimethoxyethan), C(CO)O (ethyleneglycol), ClC1=C(C(=NC=N1)NS(=O)(=O)C=CC1=CC=CC=C1)C1=CC=C(C=C1)C (2-phenyl-ethenesulfonic acid(6-chloro-5-p-tolyl-pyrimidin-4-yl)-amide), [Na] (sodium). The solvent is CN(C)C=O (DMF). Conditions: time 4 day. Yields the product OCCOC1=C(C(=NC=N1)NS(=O)(=O)C=CC1=CC=CC=C1)C1=CC=C(C=C1)C (2-phenyl-ethenesulfonic acid[6-(2-hydroxy-ethoxy)-5-p-tolyl-pyrimidin-4-yl]-amide). RXN SMILES: [CH3:1][O:2][CH2:3][CH2:4][O:5]C.C(O)CO.[Na].ClC1[N:18]=[CH:17][N:16]=[C:15]([NH:19][S:20]([CH:23]=[CH:24][C:25]2[CH:30]=[CH:29][CH:28]=[CH:27][CH:26]=2)(=[O:22])=[O:21])[C:14]=1[C:31]1[CH:36]=[CH:35][C:34]([CH3:37])=[CH:33][CH:32]=1>CN(C=O)C>[OH:5][CH2:4][CH2:3][O:2][C:1]1[N:18]=[CH:17][N:16]=[C:15]([NH:19][S:20]([CH:23]=[CH:24][C:25]2[CH:30]=[CH:29][CH:28]=[CH:27][CH:26]=2)(=[O:22])=[O:21])[C:14]=1[C:31]1[CH:32]=[CH:33][C:34]([CH3:37])=[CH:35][CH:36]=1 |^1:10|. Procedure details: To a mixture of 1,2-dimethoxyethan (15 ml) and ethyleneglycol (40 ml) was added sodium (298 mg) in small portions. The mixture was stirred until the sodium was completely dissolved. Then DMF (15 ml), followed by 2-phenyl-ethenesulfonic acid(6-chloro-5-p-tolyl-pyrimidin-4-yl)-amide (1.0 g) was added. Stirring was continued for 4 days at 100° C. The mixture was evaporated and water (150 ml) was added to the residue followed by addition of acetic acid (1.0 ml). The precipitate was filtered off, was... Starting materials: ClC1=CC=NC2=C(C=CC=C12)F (4-chloro-8-fluoroquinoline), C1NCCC2=CC=CC=C12 (1,2,3,4-tetrahydroisoquinoline). Product: Cl.C1N(CCC2=CC=CC=C12)C1=CC=NC2=C(C=CC=C12)F (4-(3,4-Dihydro-1H-isoquinolin-2-yl)-8-fluoro-quinoline hydrochloride). Reaction SMILES: [Cl:1][C:2]1[C:11]2[C:6](=[C:7]([F:12])[CH:8]=[CH:9][CH:10]=2)[N:5]=[CH:4][CH:3]=1.[CH2:13]1[C:22]2[C:17](=[CH:18][CH:19]=[CH:20][CH:21]=2)[CH2:16][CH2:15][NH:14]1>>[ClH:1].[CH2:13]1[C:22]2[C:17](=[CH:18][CH:19]=[CH:20][CH:21]=2)[CH2:16][CH2:15][N:14]1[C:2]1[C:11]2[C:6](=[C:7]([F:12])[CH:8]=[CH:9][CH:10]=2)[N:5]=[CH:4][CH:3]=1 |f:2.3|. Procedure details: The title compound, MS: m/e=279.2 (M+H+), was prepared from 4-chloro-8-fluoroquinoline and 1,2,3,4-tetrahydroisoquinoline.